From a dataset of the Open Reaction Database (ORD), a public repository of structured organic reaction records. describe an organic reaction: reactants, conditions, products, and yield Starting materials: O=C([O-])[O-], CC#N, CC(=O)c1cccc(C2CCNCC2)c1F, OCCI, [K+], [K+]. Yields the product CC(=O)c1cccc(C2CCN(CCO)CC2)c1F. RXN SMILES: [C:17](=[O:18])([O-:19])[O-:20].[CH3:27][C:28]#[N:29].[F:1][c:2]1[c:3]([C:14]([CH3:15])=[O:16])[cH:4][cH:5][cH:6][c:7]1[CH:8]1[CH2:9][CH2:10][NH:11][CH2:12][CH2:13]1.[I:23][CH2:24][CH2:25][OH:26].[K+:21].[K+:22]>>[F:1][c:2]1[c:3]([C:14]([CH3:15])=[O:16])[cH:4][cH:5][cH:6][c:7]1[CH:8]1[CH2:9][CH2:10][N:11]([CH2:24][CH2:25][OH:26])[CH2:12][CH2:13]1. The reactants are CCCS(=O)(=O)Cl, CCOC(C)=O, COC(=O)c1ccc(-c2noc(-c3ccc(N4CCCCC4C)c(N)c3)n2)cc1F. The product is CCCS(=O)(=O)Nc1cc(-c2nc(-c3ccc(C(=O)OC)c(F)c3)no2)ccc1N1CCCCC1C. Reaction SMILES: [CH2:31]([CH2:32][CH3:33])[S:34](=[O:35])(=[O:36])[Cl:37].[CH3:38][CH2:39][O:40][C:41]([CH3:42])=[O:43].[NH2:1][c:2]1[cH:3][c:4](-[c:15]2[n:16][c:17](-[c:20]3[cH:21][c:22]([F:30])[c:23]([C:24](=[O:25])[O:26][CH3:27])[cH:28][cH:29]3)[n:18][o:19]2)[cH:5][cH:6][c:7]1[N:8]1[CH:9]([CH3:14])[CH2:10][CH2:11][CH2:12][CH2:13]1>>[NH:1]([c:2]1[cH:3][c:4](-[c:15]2[n:16][c:17](-[c:20]3[cH:21][c:22]([F:30])[c:23]([C:24](=[O:25])[O:26][CH3:27])[cH:28][cH:29]3)[n:18][o:19]2)[cH:5][cH:6][c:7]1[N:8]1[CH:9]([CH3:14])[CH2:10][CH2:11][CH2:12][CH2:13]1)[S:34]([CH2:31][CH2:32][CH3:33])(=[O:35])=[O:36]. The reactants are BrCBr, O=C([O-])[O-], CN(C)C=O, Cl, [K+], [K+], O, CCCC(=O)NCCC1CCc2ccc(O)c(O)c21. Yields the product CCCC(=O)NCCC1CCc2ccc3c(c21)OCO3. Reaction SMILES: [Br:20][CH2:21][Br:22].[C:23](=[O:24])([O-:25])[O-:26].[CH3:30][N:31]([CH3:32])[CH:33]=[O:34].[ClH:29].[K+:27].[K+:28].[OH2:35].[OH:1][c:2]1[cH:3][cH:4][c:5]2[c:9]([c:10]1[OH:11])[CH:8]([CH2:12][CH2:13][NH:14][C:15]([CH2:16][CH2:17][CH3:18])=[O:19])[CH2:7][CH2:6]2>>[O:1]1[c:2]2[cH:3][cH:4][c:5]3[c:9]([c:10]2[O:11][CH2:21]1)[CH:8]([CH2:12][CH2:13][NH:14][C:15]([CH2:16][CH2:17][CH3:18])=[O:19])[CH2:7][CH2:6]3.